From a dataset of the Open Reaction Database (ORD), a public repository of structured organic reaction records. describe an organic reaction: reactants, conditions, products, and yield The reactants are N1(CCCC1)CCSC1=C(C=CC=C1)O (2-[β-(1-pyrrolidinyl)ethylthio]phenol), C1(=CC=CC=C1)N=C(C1=CC=CC=C1)Cl (N-phenylbenzimidoyl chloride), CC(=O)C (acetone). The product is Cl.N1(CCCC1)CCSC1=C(C=CC=C1)C1=C(C(O)=NC2=CC=CC=C2)C=CC=C1 (2-[β-(1-pyrrolidinyl)ethylthio]phenyl-N-phenylbenzimidate hydrochloride). The yield is 55.0%. Reaction SMILES: [N:1]1([CH2:6][CH2:7][S:8][C:9]2[CH:14]=[CH:13][CH:12]=[CH:11][C:10]=2O)[CH2:5][CH2:4][CH2:3][CH2:2]1.[C:16]1([N:22]=[C:23]([Cl:30])[C:24]2[CH:29]=[CH:28][CH:27]=[CH:26][CH:25]=2)[CH:21]=[CH:20][CH:19]=[CH:18][CH:17]=1.CC(C)=[O:33]>>[ClH:30].[N:1]1([CH2:6][CH2:7][S:8][C:9]2[CH:14]=[CH:13][CH:12]=[CH:11][C:10]=2[C:25]2[CH:26]=[CH:27][CH:28]=[CH:29][C:24]=2[C:23](=[N:22][C:16]2[CH:21]=[CH:20][CH:19]=[CH:18][CH:17]=2)[OH:33])[CH2:5][CH2:4][CH2:3][CH2:2]1 |f:3.4|. Procedure details: A solution of 5.5 gms (0.025 mole) of 2-[β-(1-pyrrolidinyl)ethylthio]phenol and 5.3 gms (0.025 mole) of N-phenylbenzimidoyl chloride in 50 ml acetone was stirred at room temperature for a period of two hours. The desired product crystallized out. It was filtered, washed with acetone and dried at room temperature. Recrystallization from isopropanol yielded 6.0 gms (55%) of product, M.P. 167°-9° C. Reactants: Cc1ccccc1, NC(N)=S, CC(C)(C)OC(=O)C(=Cc1ccc2ccccc2c1)C(=O)c1ccccc1O, Cc1ccc(S(=O)(=O)O)cc1. Yields the product O=C1CC(c2ccc3ccccc3c2)Oc2ccccc21. Reaction SMILES: [CH3:44][c:45]1[cH:46][cH:47][cH:48][cH:49][cH:50]1.[NH2:40][C:41](=[S:42])[NH2:43].[OH:1][c:2]1[c:3]([C:8](=[O:9])[C:10]([C:11]([O:12][C:13]([CH3:14])([CH3:15])[CH3:16])=[O:17])=[CH:18][c:19]2[cH:20][c:21]3[cH:22][cH:23][cH:24][cH:25][c:26]3[cH:27][cH:28]2)[cH:4][cH:5][cH:6][cH:7]1.[c:29]1([CH3:30])[cH:31][cH:32][c:33]([S:34]([OH:35])(=[O:36])=[O:37])[cH:38][cH:39]1>>[O:1]1[c:2]2[c:3]([cH:4][cH:5][cH:6][cH:7]2)[C:8](=[O:9])[CH2:10][CH:18]1[c:19]1[cH:20][c:21]2[cH:22][cH:23][cH:24][cH:25][c:26]2[cH:27][cH:28]1. Reactants: CO (MeOH), CC#N (MeCN), CO (MeOH), C(#N)C=1C=C2C(=CNC2=CC1)CCCO (5-cyano-3-(3-hydroxypropyl)indole). The reagents and catalysts are [Pd] (palladium-on-charcoal). Solvent: C(C)O (ethanol). Run at time 6 hour. The product is SiO2 MeCN, [NH4+].[OH-] (NH4OH), NCC=1C=C2C(=CNC2=CC1)CCCO (5-Aminomethyl-3-(3-hydroxypropyl)indole). Yield: 131.2%. Reaction SMILES: [C:1]([C:3]1[CH:4]=[C:5]2[C:9](=[CH:10][CH:11]=1)[NH:8][CH:7]=[C:6]2[CH2:12][CH2:13][CH2:14][OH:15])#[N:2].CO.CC#N>C(O)C.[Pd]>[NH4+:2].[OH-:15].[NH2:2][CH2:1][C:3]1[CH:4]=[C:5]2[C:9](=[CH:10][CH:11]=1)[NH:8][CH:7]=[C:6]2[CH2:12][CH2:13][CH2:14][OH:15] |f:5.6|. Reported procedure: To a solution of 5-cyano-3-(3-hydroxypropyl)indole (1.00 g, 0.005 mol) in 30 mL of absolute ethanol was added 10% palladium-on-charcoal (1.00 g) and the mixture was hydrogenated on a Parr shaker at 40 psi for 6 h. The mixture was then filtered, through Celite, the filtercake was washed with additional ethanol and the filtrate was evaporated to give a colourless gum. Flash chromatography (SiO2 /MeCN--MeOH, 9:1 then MeCN--MeOH--NH4OH, 90:9:1) afforded the essentially pure title compound (0.67 g, 7... Reactants: O=[N+]([O-])c1ccc(Br)cn1, O=C([O-])[O-], CS(C)=O, FC(F)(F)c1c[nH]nc1C(F)(F)F, [K+], [K+]. Product: O=[N+]([O-])c1ccccn1. RXN SMILES: [Br:20][c:21]1[cH:22][cH:23][c:24]([N+:27](=[O:28])[O-:29])[n:25][cH:26]1.[C:14](=[O:15])([O-:16])[O-:17].[CH3:30][S:31]([CH3:32])=[O:33].[F:1][C:2]([c:3]1[c:4]([C:5]([F:6])([F:7])[F:8])[n:9][nH:10][cH:11]1)([F:12])[F:13].[K+:18].[K+:19]>>[cH:21]1[cH:22][cH:23][c:24]([N+:27](=[O:28])[O-:29])[n:25][cH:26]1. Reactants: Cl.O=C1NC=NC2=CC(=C(C=C12)O[C@@H]1CC[C@H](CC1)N1CC(N(CC1)C)=O)OC (3,4-dihydro-4-oxo-6-[trans-4-(4-methyl-3-oxo-piperazin-1-yl)-cyclohexyloxy]-7-methoxy-quinazoline hydrochloride). The solvent is C(C)#N (acetonitrile). Conditions: temperature 80 celsius, time 45 minute. The product is Cl.ClC1=NC=NC2=CC(=C(C=C12)O[C@@H]1CC[C@H](CC1)N1CC(N(CC1)C)=O)OC (4-chloro-6-[trans-4-(4-methyl-3-oxo-piperazin-1-yl)-cyclohexyloxy]-7-methoxy-quinazoline hydrochloride). Reaction SMILES: [ClH:1].O=[C:3]1[C:12]2[C:7](=[CH:8][C:9]([O:28][CH3:29])=[C:10]([O:13][C@H:14]3[CH2:19][CH2:18][C@H:17]([N:20]4[CH2:25][CH2:24][N:23]([CH3:26])[C:22](=[O:27])[CH2:21]4)[CH2:16][CH2:15]3)[CH:11]=2)[N:6]=[CH:5][NH:4]1>C(#N)C>[ClH:1].[Cl:1][C:3]1[C:12]2[C:7](=[CH:8][C:9]([O:28][CH3:29])=[C:10]([O:13][C@H:14]3[CH2:19][CH2:18][C@H:17]([N:20]4[CH2:25][CH2:24][N:23]([CH3:26])[C:22](=[O:27])[CH2:21]4)[CH2:16][CH2:15]3)[CH:11]=2)[N:6]=[CH:5][N:4]=1 |f:0.1,3.4|. Procedure details: 210 g of 3,4-dihydro-4-oxo-6-[trans-4-(4-methyl-3-oxo-piperazin-1-yl)-cyclohexyloxy]-7-methoxy-quinazoline hydrochloride [(V) HCl] in 1680 ml acetonitrile are refluxed and 840 ml of solvent are distilled off (elimination of traces of water). 221.4 g triphenylphosphine in 840 ml dioxane are added. 119.4 g of N-chlorosuccinimide in 600 ml acetonitrile are added. 260 ml acetonitrile are added. The mixture is stirred for 45 min at 80° C. and then cooled to 30° C. 8.94 ml of water and 420 ml dioxane ...